This data is from the Open Reaction Database (ORD), a public repository of structured organic reaction records. The task is: describe an organic reaction: reactants, conditions, products, and yield The reactants are OC1=CC(=CC2=C1OC(O2)(C2=CC=CC=C2)C2=CC=CC=C2)C(=O)O (7-Hydroxy-2,2-diphenyl-benzo[1,3]dioxole-5-carboxylic acid), S(=O)(Cl)Cl (thionylchloride). The reagents and catalysts are C(C)N(CC)CC (triethyl amine). The solvent is C(Cl)(Cl)Cl (chloroform). Run at temperature 70 celsius, time 6 hour. Yields the product OC1=CC(=CC2=C1OC(O2)(C2=CC=CC=C2)C2=CC=CC=C2)C(=O)Cl (7-hydroxy-2,2-diphenyl-benzo[1,3]dioxole-5-carbonyl chloride). RXN SMILES: [OH:1][C:2]1[C:7]2[O:8][C:9]([C:17]3[CH:22]=[CH:21][CH:20]=[CH:19][CH:18]=3)([C:11]3[CH:16]=[CH:15][CH:14]=[CH:13][CH:12]=3)[O:10][C:6]=2[CH:5]=[C:4]([C:23]([OH:25])=O)[CH:3]=1.S(Cl)([Cl:28])=O>C(Cl)(Cl)Cl.C(N(CC)CC)C>[OH:1][C:2]1[C:7]2[O:8][C:9]([C:17]3[CH:22]=[CH:21][CH:20]=[CH:19][CH:18]=3)([C:11]3[CH:16]=[CH:15][CH:14]=[CH:13][CH:12]=3)[O:10][C:6]=2[CH:5]=[C:4]([C:23]([Cl:28])=[O:25])[CH:3]=1. Procedure: 7-Hydroxy-2,2-diphenyl-benzo[1,3]dioxole-5-carboxylic acid (334 mg, 1 mmol) was dissolved in chloroform (5 ml). One drop of triethyl amine was added. At 45 to 50° C. thionylchloride (0.33 ml, 4.5 mmol) was added within 30 minutes. The solution was than stirred for 6 hours at 70° C. The exccess thionyl chloride was removed by evaporation. The crude 7-hydroxy-2,2-diphenyl-benzo[1,3]dioxole-5-carbonyl chloride was used without further purification in the next step. Procedure: 2,3,6-Trifluorobenzoyl chloride (4.0 g) was added dropwise to a cooled (15° C.) solution of 3-chloro-4-(1,1-dimethylethyl)-6-hydrazinylpyridazine (4 g) in dry 1-methyl-2-pyrrolidinone (50 ml). After the addition the reaction mixture was heated at 160° C. for 24 h. The reaction mixture was cooled to room temperature, diluted with ethyl acetate (200 ml), and washed twice with water (200 ml). The organic phase was separated, dried (sodium sulfate), and evaporated at reduced pressure. The residue wa... The solvent is C(C)(=O)OCC (ethyl acetate), CN1C(CCC1)=O (1-methyl-2-pyrrolidinone). RXN SMILES: [F:1][C:2]1[C:10]([F:11])=[CH:9][CH:8]=[C:7]([F:12])[C:3]=1[C:4](Cl)=O.[Cl:13][C:14]1[N:15]=[N:16][C:17]([NH:24][NH2:25])=[CH:18][C:19]=1[C:20]([CH3:23])([CH3:22])[CH3:21]>CN1CCCC1=O.C(OCC)(=O)C>[Cl:13][C:14]1[C:19]([C:20]([CH3:23])([CH3:22])[CH3:21])=[CH:18][C:17]2[N:16]([C:4]([C:3]3[C:7]([F:12])=[CH:8][CH:9]=[C:10]([F:11])[C:2]=3[F:1])=[N:25][N:24]=2)[N:15]=1. Yield: 78.0%. Reaction conditions: temperature 160 celsius. Starting materials: FC1=C(C(=O)Cl)C(=CC=C1F)F (2,3,6-Trifluorobenzoyl chloride), ClC=1N=NC(=CC1C(C)(C)C)NN (3-chloro-4-(1,1-dimethylethyl)-6-hydrazinylpyridazine). The product is ClC=1C(=CC=2N(N1)C(=NN2)C2=C(C(=CC=C2F)F)F)C(C)(C)C (6-Chloro-7-(1,1-dimethylethyl)-3-(2,3,6-trifluorophenyl)-1,2,4-triazolo[4,3-b]pyridazine). The reactants are compound ( 22 ), C(C)(C)N=C=NC(C)C (diisopropylcarbodiimide), BrCC(=O)O (bromo acetic acid), C(C1=CC=CC=C1)C1CCNCC1 (4-benzyl piperdine). The product is C(C1=CC=CC=C1)C1CCN(CC1)C(CBr)=O (1-(4-benzyl-piperidin-1-yl)-2-bromo-ethanone). Reaction SMILES: [Br:1][CH2:2][C:3]([OH:5])=O.[CH2:6]([CH:13]1[CH2:18][CH2:17][NH:16][CH2:15][CH2:14]1)[C:7]1[CH:12]=[CH:11][CH:10]=[CH:9][CH:8]=1.C(N=C=NC(C)C)(C)C>>[CH2:6]([CH:13]1[CH2:18][CH2:17][N:16]([C:3](=[O:5])[CH2:2][Br:1])[CH2:15][CH2:14]1)[C:7]1[CH:12]=[CH:11][CH:10]=[CH:9][CH:8]=1. Procedure: Prepared as stated above for compound (22) from bromo acetic acid (935mg, 6.78 mmol) and 4-benzyl piperdine (1.02 g, 5.82 mmol) and diisopropylcarbodiimide (856 mg, 6.78 mmol) to afford compound 23, 1.53 g, (89%), (MH+) m/z 297.88.